This data is from the Open Reaction Database (ORD), a public repository of structured organic reaction records. The task is: describe an organic reaction: reactants, conditions, products, and yield Starting materials: ClC1=C(C=CC(=C1Cl)OC)C(C(=C)C1=CC=C(C=C1)Br)=O (2',3'-Dichloro-4'-methoxy-2-(4-bromophenyl)acrylophenone), S(O)(O)(=O)=O (sulfuric acid). Run in ClCCl (dichloromethane), ClCCl (dichloromethane). Reaction conditions: time 0.5 hour. Yields the product BrC1=CC=C(C=C1)C1C(C2=C(C(=C(C=C2C1)OC)Cl)Cl)=O (2-(4-Bromophenyl)-5-methoxy-6,7-dichloro-1-indanone). RXN SMILES: [Cl:1][C:2]1[C:7]([Cl:8])=[C:6]([O:9][CH3:10])[CH:5]=[CH:4][C:3]=1[C:11](=[O:21])[C:12]([C:14]1[CH:19]=[CH:18][C:17]([Br:20])=[CH:16][CH:15]=1)=[CH2:13].S(=O)(=O)(O)O>ClCCl>[Br:20][C:17]1[CH:16]=[CH:15][C:14]([CH:12]2[CH2:13][C:4]3[C:3](=[C:2]([Cl:1])[C:7]([Cl:8])=[C:6]([O:9][CH3:10])[CH:5]=3)[C:11]2=[O:21])=[CH:19][CH:18]=1. Procedure: 2',3'-Dichloro-4'-methoxy-2-(4-bromophenyl)acrylophenone (143 g., 0.37 mole) dissolved in dichloromethane (2 l.) is drizzled into cold 36N sulfuric acid (1 l.)-dichloromethane (1 l.) in an ice bath over 4 hours. After stirring for an additional half hour, the reaction mixture is slowly added to crushed ice, the dichloromethane layer separated, washed with saturated salt solution, concentrated in vacuo to give 134.8 g. of 2-(4-bromophenyl)-5-methoxy-6,7-dichloro-1-indanone which melts at 202°-203... Starting materials: C(C)(C)(C)OC(=O)N1CCC(CC1)NC1=NC(=NC(=C1)OC)OC (4-(2,6-dimethoxy-pyrimidin-4-ylamino)-piperidine-1-carboxylic acid tert-butyl ester), Cl (HCl). Solvent: C(C)O (ethanol), O1CCOCC1 (dioxane). The product is Cl.Cl.COC1=NC(=NC(=C1)NC1CCNCC1)O (4-Methoxy-6-(piperidin-4-ylamino)-pyrimidin-2-ol dihydrochloride). Reaction SMILES: C(OC([N:8]1[CH2:13][CH2:12][CH:11]([NH:14][C:15]2[CH:20]=[C:19]([O:21][CH3:22])[N:18]=[C:17]([O:23]C)[N:16]=2)[CH2:10][CH2:9]1)=O)(C)(C)C.[ClH:25]>C(O)C.O1CCOCC1>[ClH:25].[ClH:25].[CH3:22][O:21][C:19]1[CH:20]=[C:15]([NH:14][CH:11]2[CH2:12][CH2:13][NH:8][CH2:9][CH2:10]2)[N:16]=[C:17]([OH:23])[N:18]=1 |f:4.5.6|. Reported procedure: A solution of 4-(2,6-dimethoxy-pyrimidin-4-ylamino)-piperidine-1-carboxylic acid tert-butyl ester (0.71 g, 2.10 mmol) in ethanol (10 mL) and 4 M HCl in dioxane (20 mL) was stirred at rt for 48 h. The solvent was removed under reduced pressure and the crude product used in the consecutive step without further purification assuming quantitative deprotection and formation of the dihydrochloride salt. MS (ISP): 225.4 [M+H]+. Yield: 99.7%. Reactants: CC1=C(N=C(O1)C1=CC=C(C(=O)OC)C=C1)CS(=O)(=O)C1=CC=CC=C1 (Methyl 4-[5-methyl-4-[(phenylsulfonyl)methyl]-1,3-oxazol-2-yl]benzoate), Cl (HCl). Procedure details: Reaction of benzoate 16 (290 mg, 0.78 mmol) and 6 M HCl (5 mL) gave acid 17 (278 mg, 100%) as a white solid: mp (H2O) 284-287° C.; 1H NMR δ 12.68 (br s, 1H, CO2H), 8.04 (br d, J=8.4 Hz, 2H, H-2, H-6), 7.90 (br d, J=8.4 Hz, 2H, H-3, H-5), 7.80 (br ddd, J=8.1, 1.9, 1.2 Hz, 2H, H-2′, H-6′), 7.75 (tt, J=7.5, 1.2 Hz, 1H, H-4′), 7.62 (br dd, J=8.1, 7.4 Hz, 2H, H-3′, H-5′), 4.68 (s, 2H, CH2SO2), 2.13 (s, 3H, CH3); MS m/z 358.8 (MH+, 100%). RXN SMILES: [CH3:1][C:2]1[O:6][C:5]([C:7]2[CH:16]=[CH:15][C:10]([C:11]([O:13]C)=[O:12])=[CH:9][CH:8]=2)=[N:4][C:3]=1[CH2:17][S:18]([C:21]1[CH:26]=[CH:25][CH:24]=[CH:23][CH:22]=1)(=[O:20])=[O:19].Cl>>[CH3:1][C:2]1[O:6][C:5]([C:7]2[CH:8]=[CH:9][C:10]([C:11]([OH:13])=[O:12])=[CH:15][CH:16]=2)=[N:4][C:3]=1[CH2:17][S:18]([C:21]1[CH:26]=[CH:25][CH:24]=[CH:23][CH:22]=1)(=[O:19])=[O:20]. Yields the product CC1=C(N=C(O1)C1=CC=C(C(=O)O)C=C1)CS(=O)(=O)C1=CC=CC=C1 (4-[5-Methyl-4-[(phenylsulfonyl)methyl]-1,3-oxazol-2-yl]benzoic Acid). The reactants are N1(N=CN=C1)C1=CC=C(CC2C(OC(OC2=O)(C)C)=O)C=C1 (5-(4-(1H-1,2,4-triazol-1-yl)benzyl)-2,2-dimethyl-1,3-dioxane-4,6-dione), N1(N=CN=C1)C1=CC=C(CC2C(OC(OC2=O)(C)C)=O)C=C1 (5-(4-(1H-1,2,4-triazol-1-yl)benzyl)-2,2-dimethyl-1,3-dioxane-4,6-dione). Run in O (water), FC(C(=O)O)(F)F (trifluoroacetic acid). Reaction conditions: temperature 65 celsius, time 2.5 hour. Product: N1(N=CN=C1)C1=CC=C(CC(C(=O)O)C(=O)O)C=C1 (2-(4-(1H-1,2,4-triazol-1-yl)benzyl)malonic acid). RXN SMILES: [N:1]1([C:6]2[CH:22]=[CH:21][C:9]([CH2:10][CH:11]3[C:16](=[O:17])[O:15]C(C)(C)[O:13][C:12]3=[O:20])=[CH:8][CH:7]=2)[CH:5]=[N:4][CH:3]=[N:2]1>O.FC(F)(F)C(O)=O>[N:1]1([C:6]2[CH:7]=[CH:8][C:9]([CH2:10][CH:11]([C:12]([OH:20])=[O:13])[C:16]([OH:17])=[O:15])=[CH:21][CH:22]=2)[CH:5]=[N:4][CH:3]=[N:2]1. Procedure: 5-(4-(1H-1,2,4-triazol-1-yl)benzyl)-2,2-dimethyl-1,3-dioxane-4,6-dione (10.0 g, 33.2 mmol, Intermediate 45, step b) was dissolved in a mixture of water (30 mL) and trifluoroacetic acid (50 mL). The mixture was heated to 65° C. After 2.5 hours, the mixture was allowed to cool to 23° C. Water and trifluoroacetic acid were removed by rotary evaporation at 45° C. Toluene (100 mL) was added to the residue then the mixture was concentrated by rotary evaporation at 45° C. Tetrahydrofuran (100 mL) and 6... Product: CON(C(C1=CC(=C(C=C1)[N+](=O)[O-])NC1CCCC1)=O)C (N-[methoxy]-N-[methyl]3-cyclopentylamino-4-nitrobenzamide). Reported procedure: Combine N-[methyl]N-[methoxy]3-fluoro-4-nitrobenzamide (2.3 g, 10 mmol), cyclopentylamine (12.3 mL, 100 mmol) and acetonitrile (50 mL) and stir at room temperature for 6 hours. Dilute with 1N HCl and extract with ethyl acetate. Wash the organic layer sequentially with water and saturated aqueous sodium chloride, then dry over magnesium sulfate. Concentrate under reduced pressure to provide the desired compound as an orange solid (2.7 g, 92%). Starting materials: CN(C(C1=CC(=C(C=C1)[N+](=O)[O-])F)=O)OC (N-[methyl]N-[methoxy]3-fluoro-4-nitrobenzamide), C1(CCCC1)N (cyclopentylamine), C(C)#N (acetonitrile). Isolated yield 92.1%. Run in Cl (HCl). As a reaction SMILES: [CH3:1][N:2]([O:15][CH3:16])[C:3](=[O:14])[C:4]1[CH:9]=[CH:8][C:7]([N+:10]([O-:12])=[O:11])=[C:6](F)[CH:5]=1.[CH:17]1([NH2:22])[CH2:21][CH2:20][CH2:19][CH2:18]1.C(#N)C>Cl>[CH3:16][O:15][N:2]([CH3:1])[C:3](=[O:14])[C:4]1[CH:9]=[CH:8][C:7]([N+:10]([O-:12])=[O:11])=[C:6]([NH:22][CH:17]2[CH2:21][CH2:20][CH2:19][CH2:18]2)[CH:5]=1. Starting materials: C(Cl)Cl (CH2Cl2), [H-].[Na+] (NaH), SiO2 CH2Cl2 MeOH, COC=1C(=NC=NC1)N1CCN(CC1)CCCC1=CNC2=CC=C(C=C12)O (3-[3-[4-(5-methoxy-4-pyrimidyl)-1-piperazinyl]propyl]-5-hydroxyindole), ClCC#N (chloroacetonitrile). The solvent is C1CCOC1 (THF), C1CCOC1 (THF), C1CCOC1 (THF). Run at time 30 minute. The product is C(Cl)Cl.CO.[NH4+].[OH-] (CH2Cl2 MeOH NH4OH), COC=1C(=NC=NC1)N1CCN(CC1)CCCC1=CNC2=CC=C(C=C12)OCC#N (3-[3-[4-(5-Methoxy-4-pyrimidinyl)-1-piperazinyl]propyl]-5-(cyanomethyl)oxyindole). The yield is 75.0%. Reaction SMILES: [H-].[Na+].[CH3:3][O:4][C:5]1[C:6]([N:11]2[CH2:16][CH2:15][N:14]([CH2:17][CH2:18][CH2:19][C:20]3[C:28]4[C:23](=[CH:24][CH:25]=[C:26]([OH:29])[CH:27]=4)[NH:22][CH:21]=3)[CH2:13][CH2:12]2)=[N:7][CH:8]=[N:9][CH:10]=1.Cl[CH2:31][C:32]#[N:33].[CH2:34]([Cl:36])[Cl:35]>C1COCC1>[CH2:34]([Cl:36])[Cl:35].[CH3:3][OH:4].[NH4+:7].[OH-:4].[CH3:3][O:4][C:5]1[C:6]([N:11]2[CH2:16][CH2:15][N:14]([CH2:17][CH2:18][CH2:19][C:20]3[C:28]4[C:23](=[CH:24][CH:25]=[C:26]([O:29][CH2:31][C:32]#[N:33])[CH:27]=4)[NH:22][CH:21]=3)[CH2:13][CH2:12]2)=[N:7][CH:8]=[N:9][CH:10]=1 |f:0.1,6.7.8.9|. Procedure details: To a suspension of NaH (60% in oil, 0.020 g, 0.5 mmol) in 10 mL of dry THF was added a suspension of 3-[3-[4-(5-methoxy-4-pyrimidyl)-1-piperazinyl]propyl]-5-hydroxyindole (0.183 g, 0.5 mmol) in 20 mL of THF, at room temperature under Ar. After 30 min gas evolution had ceased and a clear solution was obtained. To this solution was added a solution of chloroacetonitrile (35 μL, 0.55 mmol) in 5 mL of dry THF, and the mixture was stirred at room temperature for 2 h and then refluxed for 11/2 h. The ...